From a dataset of the Open Reaction Database (ORD), a public repository of structured organic reaction records. describe an organic reaction: reactants, conditions, products, and yield Starting materials: CCO, COc1ccc([N+](=O)[O-])cc1N1CCN(C(=O)C(Cl)(Cl)Cl)CC1, [Cl-], Cl, Cl, O, O. The product is COc1ccc(N)cc1N1CCN(C(=O)C(Cl)(Cl)Cl)CC1. RXN SMILES: [CH3:29][CH2:30][OH:31].[CH3:4][O:5][c:6]1[c:7]([N:15]2[CH2:16][CH2:17][N:18]([C:21]([C:22]([Cl:23])([Cl:24])[Cl:25])=[O:26])[CH2:19][CH2:20]2)[cH:8][c:9]([N+:12]([O-:13])=[O:14])[cH:10][cH:11]1.[Cl-:3].[ClH:27].[ClH:28].[OH2:1].[OH2:2]>>[CH3:4][O:5][c:6]1[c:7]([N:15]2[CH2:16][CH2:17][N:18]([C:21]([C:22]([Cl:23])([Cl:24])[Cl:25])=[O:26])[CH2:19][CH2:20]2)[cH:8][c:9]([NH2:12])[cH:10][cH:11]1. Starting materials: NC1[C@@H]2N(C(=C(CS2)CSC=2C=C(C=3N(N2)N=NN3)N)C(=O)O)C1=O (7-Amino-3-[(8-amino-6-tetrazolo[1,5-b]pyridazinyl)thiomethyl]-3-cephem-4-carboxylic acid), ClCC(CC(=O)Cl)=O (4-chloroacetoacetyl chloride), C(C)(C)O (isopropanol), C/C(=N\[Si](C)(C)C)/O[Si](C)(C)C (N,O-bis(trimethylsilyl)acetamide). Solvent: C(Cl)Cl (methylene chloride), CN(C=O)C (N,N-dimethylformamide). Reaction conditions: time 2 hour. The product is NC=1C=2N(N=C(C1)SCC=1CS[C@H]3N(C1C(=O)O)C(C3NC(CC(CCl)=O)=O)=O)N=NN2 (3-[(8-amino-6-tetrazolo[1,5-b]pyridazinyl)-thiomethyl]-7-(4-chloro-3-oxobutyramido)-3-cephem-4-carboxylic acid). The yield is 92.2%. Reaction SMILES: [NH2:1][CH:2]1[C:24](=[O:25])[N:4]2[C:5]([C:21]([OH:23])=[O:22])=[C:6]([CH2:9][S:10][C:11]3[CH:12]=[C:13]([NH2:20])[C:14]4[N:15]([N:17]=[N:18][N:19]=4)[N:16]=3)[CH2:7][S:8][C@H:3]12.C/C(/O[Si](C)(C)C)=N\[Si](C)(C)C.[Cl:38][CH2:39][C:40](=[O:45])[CH2:41][C:42](Cl)=[O:43].C(O)(C)C>CN(C)C=O.C(Cl)Cl>[NH2:20][C:13]1[C:14]2[N:15]([N:17]=[N:18][N:19]=2)[N:16]=[C:11]([S:10][CH2:9][C:6]2[CH2:7][S:8][C@@H:3]3[CH:2]([NH:1][C:42](=[O:43])[CH2:41][C:40](=[O:45])[CH2:39][Cl:38])[C:24](=[O:25])[N:4]3[C:5]=2[C:21]([OH:23])=[O:22])[CH:12]=1. Procedure: 7-Amino-3-[(8-amino-6-tetrazolo[1,5-b]pyridazinyl)thiomethyl]-3-cephem-4-carboxylic acid (3.8 g; 0.01 mole) was suspended in anhydrous N,N-dimethylformamide (50 ml) and N,O-bis(trimethylsilyl)acetamide (8.13 g; 0.04 mole) was added. After 2 hours of stirring at room temperature almost all the starting material was dissolved. A solution of 4-chloroacetoacetyl chloride (2.35 g; approximately 0.015 mole) in anhydrous methylene chloride (20 cc) was dropped into the cooled mixture (at -30° C.). The m... The reactants are C1COCCN1, C=O, CC(=O)O, O, O=Cc1cccc2[nH]ccc12. Product: O=Cc1cccc2[nH]cc(CN3CCOCC3)c12. RXN SMILES: [CH2:1]1[CH2:2][O:3][CH2:4][CH2:5][NH:6]1.[CH2:7]=[O:8].[CH3:9][C:10](=[O:11])[OH:12].[OH2:24].[nH:13]1[cH:14][cH:15][c:16]2[c:17]([CH:22]=[O:23])[cH:18][cH:19][cH:20][c:21]12>>[CH2:1]1[CH2:2][O:3][CH2:4][CH2:5][N:6]1[CH2:9][c:15]1[cH:14][nH:13][c:21]2[c:16]1[c:17]([CH:22]=[O:23])[cH:18][cH:19][cH:20]2. Starting materials: C1(CCCC1)N1C2=C(N(C(C(C1)(F)F)=O)C)C=NC(=N2)NC2=C(C=C(C(=O)O)C=C2)OC (4-(9-cyclopentyl-7,7-difluoro-5-methyl-6-oxo-6,7,8,9-tetrahydro-5H-pyrimido[4,5-b][1,4]diazepin-2-ylamino)-3-methoxybenzoic acid), B.CSC (borane dimethylsulfide). Run in C1CCOC1 (THF). Conditions: temperature 50 celsius, time 18 hour. The product is C1(CCCC1)N1C2=C(N(CC(C1)(F)F)C)C=NC(=N2)NC2=C(C=C(C=C2)CO)OC ((4-(9-cyclopentyl-7,7-difluoro-5-methyl-6,7,8,9-tetrahydro-5H-pyrimido[4,5-b][1,4]diazepin-2-ylamino)-3-methoxyphenyl)methanol), base. Isolated yield 5.0%. Reaction SMILES: [CH:1]1([N:6]2[CH2:12][C:11]([F:14])([F:13])[C:10](=O)[N:9]([CH3:16])[C:8]3[CH:17]=[N:18][C:19]([NH:21][C:22]4[CH:30]=[CH:29][C:25]([C:26](O)=[O:27])=[CH:24][C:23]=4[O:31][CH3:32])=[N:20][C:7]2=3)[CH2:5][CH2:4][CH2:3][CH2:2]1.B.CSC>C1COCC1>[CH:1]1([N:6]2[CH2:12][C:11]([F:13])([F:14])[CH2:10][N:9]([CH3:16])[C:8]3[CH:17]=[N:18][C:19]([NH:21][C:22]4[CH:30]=[CH:29][C:25]([CH2:26][OH:27])=[CH:24][C:23]=4[O:31][CH3:32])=[N:20][C:7]2=3)[CH2:5][CH2:4][CH2:3][CH2:2]1 |f:1.2|. Procedure details: The title compound was synthesized by solubilizing 4-(9-cyclopentyl-7,7-difluoro-5-methyl-6-oxo-6,7,8,9-tetrahydro-5H-pyrimido[4,5-b][1,4]diazepin-2-ylamino)-3-methoxybenzoic acid (0.36 mmol) in THF (20 mL), and adding borane-dimethylsulfide (2.0M, 1.8 mL, 3.6 mmol) slowly. The solution was stirred for 18 h and then heated to 50° C. for 2 hours. The reaction mixture was then washed with water (×2), brine, and the solvent evaporated. The final compound was purified by reverse phase HPLC and basif... Starting materials: CC(C)(C)[Si](O[C@@H]([C@H](\C=C/C(=O)N(C1=CC=CC=C1)C)C)[C@H](\C=C(/C[C@@H]([C@H]([C@@H]([C@H]([C@H](\C=C/C=C)C)O)C)O[Si](C)(C)C(C)(C)C)C)\C)C)(C)C ((2Z,4S,5S,6S,7Z,10S,11R,12R,13S,14S,15Z)-5,11-bis[[(1,1-dimethylethyl) dimethylsilyl]oxy]-13-hydroxy-N,4,6,8,10,12,14-heptamethyl-N-phenyl-2,7,15,17-octadecatetraenamide), ClC(C(=O)N=C=O)(Cl)Cl (trichloroacetyl isocyanate). Solvent: C(Cl)Cl (CH2Cl2). Run at temperature 23 celsius, time 2 hour. The product is NC(=O)O[C@H]([C@H]([C@@H]([C@H](C\C(=C/[C@@H]([C@H]([C@H](\C=C/C(=O)N(C1=CC=CC=C1)C)C)O[Si](C)(C)C(C)(C)C)C)\C)C)O[Si](C)(C)C(C)(C)C)C)[C@H](\C=C/C=C)C ((2Z,4S,5S,6S,7Z,10S,11R,12R,13S,14S,15Z)-13-[(aminocarbonyl)oxy]-5,11-bis[[(1,1-dimethylethyl)dimethylsilyl]oxy]-N,4,6,8,10,12,14-heptamethyl-N-phenyl-2,7,15,17-octadecatetraenamide). Yield: 59.9%. Reaction SMILES: [CH3:1][C:2]([Si:5]([CH3:50])([CH3:49])[O:6][C@H:7]([C@@H:22]([CH3:48])/[CH:23]=[C:24](/[CH3:47])\[CH2:25][C@H:26]([CH3:46])[C@@H:27]([O:38][Si:39]([C:42]([CH3:45])([CH3:44])[CH3:43])([CH3:41])[CH3:40])[C@H:28]([CH3:37])[C@@H:29]([OH:36])[C@@H:30]([CH3:35])/[CH:31]=[CH:32]\[CH:33]=[CH2:34])[C@@H:8]([CH3:21])/[CH:9]=[CH:10]\[C:11]([N:13]([CH3:20])[C:14]1[CH:19]=[CH:18][CH:17]=[CH:16][CH:15]=1)=[O:12])([CH3:4])[CH3:3].ClC(Cl)(Cl)[C:53]([N:55]=C=O)=[O:54]>C(Cl)Cl>[NH2:55][C:53]([O:36][C@@H:29]([C@@H:30]([CH3:35])/[CH:31]=[CH:32]\[CH:33]=[CH2:34])[C@@H:28]([CH3:37])[C@H:27]([O:38][Si:39]([C:42]([CH3:45])([CH3:44])[CH3:43])([CH3:40])[CH3:41])[C@@H:26]([CH3:46])[CH2:25]/[C:24](/[CH3:47])=[CH:23]\[C@H:22]([CH3:48])[C@@H:7]([O:6][Si:5]([C:2]([CH3:4])([CH3:3])[CH3:1])([CH3:49])[CH3:50])[C@@H:8]([CH3:21])/[CH:9]=[CH:10]\[C:11]([N:13]([CH3:20])[C:14]1[CH:15]=[CH:16][CH:17]=[CH:18][CH:19]=1)=[O:12])=[O:54]. Reported procedure: To a solution of (2Z,4S,5S,6S,7Z,10S,11R,12R,13S,14S,15Z)-5,11-bis[[(1,1-dimethylethyl) dimethylsilyl]oxy]-13-hydroxy-N,4,6,8,10,12,14-heptamethyl-N-phenyl-2,7,15,17-octadecatetraenamide (110 mg, 0.152 mmol, 1 eq) in CH2Cl2 (2 mL) is treated with trichloroacetyl isocyanate (43 mg, 0.228 mmol, 1.5 eq) at 23° C. (20 minutes). The solution is concentrated, and the residue dissolved in CH3OH (2 mL). To this solution is added K2CO3 (0.1 g) and the mixture is stirred at 23° C. (2 hours). The reaction ...